Dataset: the Open Reaction Database (ORD), a public repository of structured organic reaction records. Task: describe an organic reaction: reactants, conditions, products, and yield Starting materials: COCCOCOc1ccc2cc(C(=O)N(C)Cc3cccc(-c4ccc(CC5SC(=O)NC5=O)cc4)c3)ccc2c1, CO, C1CCOC1, O, O=S(=O)(O)O. The product is CN(Cc1cccc(-c2ccc(CC3SC(=O)NC3=O)cc2)c1)C(=O)c1ccc2cc(O)ccc2c1. As a reaction SMILES: [CH3:1][O:2][CH2:3][CH2:4][O:5][CH2:6][O:7][c:8]1[cH:9][c:10]2[cH:11][cH:12][c:13]([C:18](=[O:19])[N:20]([CH3:21])[CH2:22][c:23]3[cH:24][c:25](-[c:29]4[cH:30][cH:31][c:32]([CH2:35][CH:36]5[C:37](=[O:42])[NH:38][C:39](=[O:41])[S:40]5)[cH:33][cH:34]4)[cH:26][cH:27][cH:28]3)[cH:14][c:15]2[cH:16][cH:17]1.[CH3:54][OH:55].[O:49]1[CH2:50][CH2:51][CH2:52][CH2:53]1.[OH2:48].[S:43](=[O:44])(=[O:45])([OH:46])[OH:47]>>[OH:7][c:8]1[cH:9][c:10]2[cH:11][cH:12][c:13]([C:18](=[O:19])[N:20]([CH3:21])[CH2:22][c:23]3[cH:24][c:25](-[c:29]4[cH:30][cH:31][c:32]([CH2:35][CH:36]5[C:37](=[O:42])[NH:38][C:39](=[O:41])[S:40]5)[cH:33][cH:34]4)[cH:26][cH:27][cH:28]3)[cH:14][c:15]2[cH:16][cH:17]1. Reactants: COC(=N)C1=NC=C(C=C1)C1=N[C@@H]2CC[C@H](C[C@@H]2C2=CC(=C(C=C12)OC)OCC)O (5-((2R,4aR,10bR)-9-ethoxy-2-hydroxy-8-methoxy-1,2,3,4,4a,10b-hexahydro-phenanthridin-6-yl)-pyridine-2-carboximidic acid methyl ester), (2R,4aR,10bR)-6-(6-cyano-pyridin-3-yl)-9-ethoxy-8-methoxy-1,2,3,4,4a,10b-hexahydro-phenanthridin-2-yl ester, O (H2O), P(=O)(O)([O-])[O-].[Na+].[Na+] (Disodiumhydrogenphosphate), compound 172, imino ester 5-((2R,4aR,10bR)-9-ethoxy-2-hydroxy-8-methoxy-1,2,3,4,4a,10b-hexahydro-phenanthridin-6-yl)-pyridine-2-carboximidic acid methyl ester, P(O)(O)(O)=O (phosphoric acid). Solvent: C1CCOC1 (THF). Reaction conditions: temperature 60 celsius, time 18 hour. Yields the product C(C)OC1=C(C=C2C(=N[C@@H]3CC[C@H](C[C@@H]3C2=C1)O)C=1C=CC(=NC1)C(=O)O)OC (5-((2R,4aR,10bR)-9-Ethoxy-2-hydroxy-8-methoxy-1,2,3,4,4a,10b-hexahydro-phenanthridin-6-yl)-pyridine-2-carboxylic acid). As a reaction SMILES: C[O:2][C:3]([C:5]1[CH:10]=[CH:9][C:8]([C:11]2[C:24]3[C:19](=[CH:20][C:21]([O:27][CH2:28][CH3:29])=[C:22]([O:25][CH3:26])[CH:23]=3)[C@@H:18]3[C@@H:13]([CH2:14][CH2:15][C@@H:16]([OH:30])[CH2:17]3)[N:12]=2)=[CH:7][N:6]=1)=N.O.P(=O)(O)(O)[OH:33].P([O-])([O-])(O)=O.[Na+].[Na+]>C1COCC1>[CH2:28]([O:27][C:21]1[CH:20]=[C:19]2[C:24]([C:11]([C:8]3[CH:9]=[CH:10][C:5]([C:3]([OH:2])=[O:33])=[N:6][CH:7]=3)=[N:12][C@H:13]3[C@@H:18]2[CH2:17][C@H:16]([OH:30])[CH2:15][CH2:14]3)=[CH:23][C:22]=1[O:25][CH3:26])[CH3:29] |f:3.4.5|. Procedure: Analogously as described for Example 35 acidic acid (2R,4aR,10bR)-6-(6-cyano-pyridin-3-yl)-9-ethoxy-8-methoxy-1,2,3,4,4a,10b-hexahydro-phenanthridin-2-yl ester (compound 172) is converted in a first step into the corresponding imino ester 5-((2R,4aR,10bR)-9-ethoxy-2-hydroxy-8-methoxy-1,2,3,4,4a,10b-hexahydro-phenanthridin-6-yl)-pyridine-2-carboximidic acid methyl ester. In a second step, 443 mg (1.08 mmol) of 5-((2R,4aR,10bR)-9-ethoxy-2-hydroxy-8-methoxy-1,2,3,4,4a,10b-hexahydro-phenanthridin-6-...